From a dataset of the Open Reaction Database (ORD), a public repository of structured organic reaction records. describe an organic reaction: reactants, conditions, products, and yield The reactants are BrCC(=O)C1=CC=CC=C1 (2-bromoacetophenone), CC1=CC=C(C=C1)[Sn](C)(C)C (4-methylphenyltrimethylstannane), O (water). The reagents and catalysts are [Pd](Cl)Cl.C1(=CC=CC=C1)P(C1=CC=CC=C1)C1=CC=CC=C1.C1(=CC=CC=C1)P(C1=CC=CC=C1)C1=CC=CC=C1 (bis(triphenylphosphine) palladium(II) chloride). Run in CN(C=O)C (dimethylformamide). Reaction conditions: temperature 150 celsius. Product: CC1=CC=C(C=C1)C1=C(C=CC=C1)C(C)=O (4-Methyl-2'-acetyl-1,1'-biphenyl). Yield: 71.2%. As a reaction SMILES: Br[CH2:2][C:3]([C:5]1[CH:10]=[CH:9][CH:8]=[CH:7][CH:6]=1)=[O:4].[CH3:11][C:12]1[CH:17]=[CH:16][C:15]([Sn](C)(C)C)=[CH:14][CH:13]=1.O>CN(C)C=O.[Pd](Cl)Cl.C1(P(C2C=CC=CC=2)C2C=CC=CC=2)C=CC=CC=1.C1(P(C2C=CC=CC=2)C2C=CC=CC=2)C=CC=CC=1>[CH3:11][C:12]1[CH:17]=[CH:16][C:15]([C:6]2[CH:7]=[CH:8][CH:9]=[CH:10][C:5]=2[C:3](=[O:4])[CH3:2])=[CH:14][CH:13]=1 |f:4.5.6|. Procedure: A vigorously stirred solution of 13.25 g (66 mmol) of 2-bromoacetophenone and 22.8 g (89 mmol) of 4-methylphenyltrimethylstannane in 190 mL of dimethylformamide under a nitrogen atmosphere was treated with 8.64 g (12 mmol) of bis(triphenylphosphine) palladium(II) chloride and the resulting mixture heated at 150° C. for 6 hours. The reaction mixture was cooled, poured into water (1000 mL) and the resultant suspension extracted with ethyl ether. The combined extracts were washed with water (4×), d... The reactants are COc1ccc(S(=O)(=O)Cl)c(OC)c1, Nc1cnc(Oc2cc3ccccc3cn2)c(Cl)c1. Yields the product COc1ccc(S(=O)(=O)Nc2cnc(Oc3cc4ccccc4cn3)c(Cl)c2)c(OC)c1. RXN SMILES: [CH3:20][O:21][c:22]1[c:23]([S:30](=[O:31])(=[O:32])[Cl:33])[cH:24][cH:25][c:26]([O:28][CH3:29])[cH:27]1.[Cl:1][c:2]1[cH:3][c:4]([NH2:19])[cH:5][n:6][c:7]1[O:8][c:9]1[n:10][cH:11][c:12]2[cH:13][cH:14][cH:15][cH:16][c:17]2[cH:18]1>>[Cl:1][c:2]1[cH:3][c:4]([NH:19][S:30]([c:23]2[c:22]([O:21][CH3:20])[cH:27][c:26]([O:28][CH3:29])[cH:25][cH:24]2)(=[O:31])=[O:32])[cH:5][n:6][c:7]1[O:8][c:9]1[n:10][cH:11][c:12]2[cH:13][cH:14][cH:15][cH:16][c:17]2[cH:18]1. The reactants are O=C([O-])[O-], CC(C)C[Al+]CC(C)C, C1CCOC1, Cl, [H-], CSc1ncc(C#N)c(N)n1, [Na+], [Na+]. Yields the product CSc1ncc(C=O)c(N)n1. As a reaction SMILES: [C:23]([O-:24])(=[O:25])[O-:26].[CH2:13]([Al+:14][CH2:15][CH:16]([CH3:17])[CH3:18])[CH:19]([CH3:20])[CH3:21].[CH2:29]1[O:30][CH2:31][CH2:32][CH2:33]1.[ClH:22].[H-:12].[NH2:1][c:2]1[n:3][c:4]([S:10][CH3:11])[n:5][cH:6][c:7]1[C:8]#[N:9].[Na+:27].[Na+:28]>>[NH2:1][c:2]1[n:3][c:4]([S:10][CH3:11])[n:5][cH:6][c:7]1[CH:8]=[O:24].